The task is: describe an organic reaction: reactants, conditions, products, and yield. This data is from the Open Reaction Database (ORD), a public repository of structured organic reaction records. Reactants: COC(=O)C1=NC=C(C=C1)OCCCCl (5-(3-chloropropoxy)-2-pyridinecarboxylic acid methyl ester), Cl (hydrochloric acid). The product is ClCCCOC=1C=CC(=NC1)C(=O)O (5-(3-chloropropoxy)-2-pyridinecarboxylic acid). RXN SMILES: C[O:2][C:3]([C:5]1[CH:10]=[CH:9][C:8]([O:11][CH2:12][CH2:13][CH2:14][Cl:15])=[CH:7][N:6]=1)=[O:4].Cl>>[Cl:15][CH2:14][CH2:13][CH2:12][O:11][C:8]1[CH:9]=[CH:10][C:5]([C:3]([OH:4])=[O:2])=[N:6][CH:7]=1. Reported procedure: A mixture of 9.0 g of 5-(3-chloropropoxy)-2-pyridinecarboxylic acid methyl ester and 100 ml of 6N-hydrochloric acid is heated on a steam bath for 30 minutes. After that, the solution is cooled and evaporated to a residue. To the residue is added water and the resulting suspension is adjusted to pH 5 with saturated aqueous solution of sodium bicarbonate. The precipitated product is collected, dissolved in ethyl acetate and filtered. The filtrate is evaporated to a small volume. To the concentrate... Reactants: C(C)(C)(C)OC(=O)N1CCC(CC1)COC1=CC=C(C=C1)N1CCCC1 (1-tert-butyloxycarbonyl-4-[(4-pyrrolidinophenyloxy)methyl]piperidine), FC(C(=O)O)(F)F (trifluoroacetic acid). Run at time 10 minute. Product: N1(CCCC1)C1=CC=C(C=C1)OCC1CCNCC1 (4-[(4-Pyrrolidinophenyloxy)methyl]piperidine). As a reaction SMILES: C(OC([N:8]1[CH2:13][CH2:12][CH:11]([CH2:14][O:15][C:16]2[CH:21]=[CH:20][C:19]([N:22]3[CH2:26][CH2:25][CH2:24][CH2:23]3)=[CH:18][CH:17]=2)[CH2:10][CH2:9]1)=O)(C)(C)C.FC(F)(F)C(O)=O>>[N:22]1([C:19]2[CH:18]=[CH:17][C:16]([O:15][CH2:14][CH:11]3[CH2:12][CH2:13][NH:8][CH2:9][CH2:10]3)=[CH:21][CH:20]=2)[CH2:23][CH2:24][CH2:25][CH2:26]1. Procedure details: To 1-tert-butyloxycarbonyl-4-[(4-pyrrolidinophenyloxy)methyl]piperidine (0.55 g) obtained in Example 15 was added trifluoroacetic acid (2 ml), followed by stirring at room temperature for 10 minutes. The mixture was worked up according to the same manner as that described in Example 14 to obtain a fumarate and the fumarate was recrystallized from water/ethanol (1/2) to obtain 4-[(4-pyrrolidinophenyloxy)methyl]piperidine fumarate (0.5 g) as colorless crystals, m.p. 200°-205° C. Starting materials: Cl.C(C)OC(CN)=O (Glycine ethyl ester hydrochloride), CC#N (CH3CN), S(=O)(=O)(Cl)Cl (Sulfuryl chloride). Run at temperature 65 celsius, time 20 hour. The product is C(C)OC(C(C)NS(=O)(=O)Cl)=O (Chlorosulfonylamino-propionic acid ethyl ester). Reaction SMILES: Cl.[CH2:2]([O:4][C:5](=[O:8])[CH2:6][NH2:7])[CH3:3].[S:9]([Cl:13])(Cl)(=[O:11])=[O:10].[CH3:14]C#N>>[CH2:2]([O:4][C:5](=[O:8])[CH:6]([NH:7][S:9]([Cl:13])(=[O:11])=[O:10])[CH3:14])[CH3:3] |f:0.1|. Reported procedure: Glycine ethyl ester hydrochloride (1 eq.) was dissolved in CH3CN and placed in an ice bath. Sulfuryl chloride (3 eq.) was added slowly (20 min). The reaction mixture was stirred at room temperature for 15 min and at 65° C. for 20 h. The solvent was evaporated and the residue was dried under high vacuum to yield Chlorosulfonylamino-propionic acid ethyl ester. The crude sulfamoyl chloride was used in the next step without further purification. The reactants are Oc1cccc(Br)c1, O=C1COc2cccc(Br)c2C1, O=C([O-])[O-], C=CCBr, [K+], [K+], O. The product is C=CCOc1cccc(Br)c1. Reaction SMILES: [Br:14][c:15]1[cH:16][c:17]([OH:18])[cH:19][cH:20][cH:21]1.[Br:2][c:3]1[c:4]2[c:9]([cH:10][cH:11][cH:12]1)[O:8][CH2:7][C:6](=[O:13])[CH2:5]2.[C:26](=[O:27])([O-:28])[O-:29].[CH2:22]([Br:23])[CH:24]=[CH2:25].[K+:30].[K+:31].[O:1]>>[Br:2][c:3]1[cH:4][c:9]([O:8][CH2:7][CH:6]=[CH2:5])[cH:10][cH:11][cH:12]1. Reactants: COC(C(=C)N(C(=O)OC(C)(C)C)C(=O)OC(C)(C)C)=O (2-(di-tert-butoxycarbonylamino)-acrylic acid methyl ester), C(C1=CC=CC=C1)OC1=CC(NC=C1)=O (4-benzyloxy-1H-pyridin-2-one), C([O-])([O-])=O.[Cs+].[Cs+] (cesium carbonate). Run in C(C)#N (acetonitrile). Reaction conditions: temperature 80 celsius. Product: COC(C(CN1C(C=C(C=C1)OCC1=CC=CC=C1)=O)N(C(=O)OC(C)(C)C)C(=O)OC(C)(C)C)=O ((±)-3-(4-Benzyloxy-2-oxo-2H-pyridin-1-yl)-2-(di-tert-butoxycarbonylamino)-propionic acid methyl ester). RXN SMILES: [CH3:1][O:2][C:3](=[O:21])[C:4]([N:6]([C:14]([O:16][C:17]([CH3:20])([CH3:19])[CH3:18])=[O:15])[C:7]([O:9][C:10]([CH3:13])([CH3:12])[CH3:11])=[O:8])=[CH2:5].[CH2:22]([O:29][C:30]1[CH:35]=[CH:34][NH:33][C:32](=[O:36])[CH:31]=1)[C:23]1[CH:28]=[CH:27][CH:26]=[CH:25][CH:24]=1.C(=O)([O-])[O-].[Cs+].[Cs+]>C(#N)C>[CH3:1][O:2][C:3](=[O:21])[CH:4]([N:6]([C:14]([O:16][C:17]([CH3:20])([CH3:19])[CH3:18])=[O:15])[C:7]([O:9][C:10]([CH3:13])([CH3:12])[CH3:11])=[O:8])[CH2:5][N:33]1[CH:34]=[CH:35][C:30]([O:29][CH2:22][C:23]2[CH:24]=[CH:25][CH:26]=[CH:27][CH:28]=2)=[CH:31][C:32]1=[O:36] |f:2.3.4|. Procedure: To a solution of 2-(di-tert-butoxycarbonylamino)-acrylic acid methyl ester (900 mg, 3.0 mmol), and 4-benzyloxy-1H-pyridin-2-one (630 mg, 1.03 equiv) in acetonitrile (2.5 mL) was added cesium carbonate (100 mg, 0.10 equiv). The resulting suspension was heated to 80° C. via microwave for 2 h. The reaction was concentrated, dissolved in water, and extracted with methylene chloride (3×). The combined organic phases were washed with brine, dried over magnesium sulfate, and concentrated to give 1.47 g... Procedure details: 200 mg (0.468 mmol) of (2R*,4S*)-2-benzyl-N-(4-quinolylmethyl)-N-trifluoroacetyl-4-piperidinamine are reacted in analogy to Example 11 with 88 mg (1.4 mmol) of sodium cyanoborohydride, 115 mg (1.4 mmol) of sodium acetate, 134 μl (2.34 mmol) of acetic acid and 294 mg (1.87 mmol) of quinoline-4-carboxaldehyde to give the product. TLC: methylene chloride/methanol/conc. ammonia (700:50:1) Rf =0.33, FD-MS: M+ =568. Solvent: C(Cl)Cl.CO (methylene chloride methanol). The product is C(C1=CC=CC=C1)[C@H]1N(CC[C@@H](C1)N(C(C(F)(F)F)=O)CC1=CC=NC2=CC=CC=C12)CC1=CC=NC2=CC=CC=C12 ((2R*,4S*)-2-Benzyl-1-(4-quinolylmethyl)-N-(4-quinolylmethyl)-N-trifluoroacetyl-4-piperidinamine). Starting materials: C(C1=CC=CC=C1)[C@H]1NCC[C@@H](C1)N(C(C(F)(F)F)=O)CC1=CC=NC2=CC=CC=C12 ((2R*,4S*)-2-benzyl-N-(4-quinolylmethyl)-N-trifluoroacetyl-4-piperidinamine), C(#N)[BH3-].[Na+] (sodium cyanoborohydride), C(C)(=O)[O-].[Na+] (sodium acetate), C(C)(=O)O (acetic acid), N1=CC=C(C2=CC=CC=C12)C=O (quinoline-4-carboxaldehyde), N (ammonia). As a reaction SMILES: [CH2:1]([C@@H:8]1[CH2:13][C@@H:12]([N:14]([CH2:21][C:22]2[C:31]3[C:26](=[CH:27][CH:28]=[CH:29][CH:30]=3)[N:25]=[CH:24][CH:23]=2)[C:15](=[O:20])[C:16]([F:19])([F:18])[F:17])[CH2:11][CH2:10][NH:9]1)[C:2]1[CH:7]=[CH:6][CH:5]=[CH:4][CH:3]=1.C([BH3-])#N.[Na+].C([O-])(=O)C.[Na+].C(O)(=O)C.[N:45]1[C:54]2[C:49](=[CH:50][CH:51]=[CH:52][CH:53]=2)[C:48]([CH:55]=O)=[CH:47][CH:46]=1.N>C(Cl)Cl.CO>[CH2:1]([C@@H:8]1[CH2:13][C@@H:12]([N:14]([CH2:21][C:22]2[C:31]3[C:26](=[CH:27][CH:28]=[CH:29][CH:30]=3)[N:25]=[CH:24][CH:23]=2)[C:15](=[O:20])[C:16]([F:18])([F:19])[F:17])[CH2:11][CH2:10][N:9]1[CH2:55][C:48]1[C:49]2[C:54](=[CH:53][CH:52]=[CH:51][CH:50]=2)[N:45]=[CH:46][CH:47]=1)[C:2]1[CH:3]=[CH:4][CH:5]=[CH:6][CH:7]=1 |f:1.2,3.4,8.9|. The reactants are CC(C)c1cc(C(=O)CBr)cc(C(C)C)c1O, O=C([O-])[O-], CCOC(C)=O, Cl, [K+], [K+], O, COc1cc(C=O)ccc1O. The product is COc1cc(C=O)ccc1OCC(=O)c1cc(C(C)C)c(O)c(C(C)C)c1. RXN SMILES: [Br:1][CH2:2][C:3](=[O:4])[c:5]1[cH:6][c:7]([CH:15]([CH3:16])[CH3:17])[c:8]([OH:14])[c:9]([CH:11]([CH3:12])[CH3:13])[cH:10]1.[C:35](=[O:36])([O-:37])[O-:38].[CH3:29][CH2:30][O:31][C:32](=[O:33])[CH3:34].[ClH:41].[K+:39].[K+:40].[OH2:42].[OH:18][c:19]1[c:20]([O:27][CH3:28])[cH:21][c:22]([CH:23]=[O:24])[cH:25][cH:26]1>>[CH2:2]([C:3](=[O:4])[c:5]1[cH:6][c:7]([CH:15]([CH3:16])[CH3:17])[c:8]([OH:14])[c:9]([CH:11]([CH3:12])[CH3:13])[cH:10]1)[O:18][c:19]1[c:20]([O:27][CH3:28])[cH:21][c:22]([CH:23]=[O:24])[cH:25][cH:26]1. Starting materials: ClB(Cl)Cl, COC(=O)C1=C(C)NC2=C(C(=O)CC2)C1c1ccc(F)c(Br)c1, ClCCl. The product is CC1=C(C(=O)O)C(c2ccc(F)c(Br)c2)C2=C(CCC2=O)N1. Reaction SMILES: [B:24]([Cl:25])([Cl:26])[Cl:27].[Br:1][c:2]1[cH:3][c:4]([CH:9]2[C:10]3=[C:11]([NH:12][C:13]([CH3:19])=[C:14]2[C:15](=[O:16])[O:17][CH3:18])[CH2:20][CH2:21][C:22]3=[O:23])[cH:5][cH:6][c:7]1[F:8].[CH2:28]([Cl:29])[Cl:30]>>[Br:1][c:2]1[cH:3][c:4]([CH:9]2[C:10]3=[C:11]([NH:12][C:13]([CH3:19])=[C:14]2[C:15](=[O:16])[OH:17])[CH2:20][CH2:21][C:22]3=[O:23])[cH:5][cH:6][c:7]1[F:8]. Procedure details: N-(4-chloro-3-(4,4,5,5-tetramethyl-1,3,2-dioxaborolan-2-yl)phenyl)-2-methyl-6-(trifluoromethyl)nicotinamide (˜1 mmol) was used in Procedure A with 5-fluoro-2-bromopyridine (1 mmol). Purified by silica gel chromatography (5-45% ethyl acetate/hexanes) to yield N-(4-chloro-3-(5-fluoropyridin-2-yl)phenyl)-2-methyl-6-(trifluoromethyl)nicotinamide as a tan solid: Reactants: ClC1=C(C=C(C=C1)NC(C1=C(N=C(C=C1)C(F)(F)F)C)=O)B1OC(C(O1)(C)C)(C)C (N-(4-chloro-3-(4,4,5,5-tetramethyl-1,3,2-dioxaborolan-2-yl)phenyl)-2-methyl-6-(trifluoromethyl)nicotinamide), FC=1C=CC(=NC1)Br (5-fluoro-2-bromopyridine). As a reaction SMILES: [Cl:1][C:2]1[CH:7]=[CH:6][C:5]([NH:8][C:9](=[O:21])[C:10]2[CH:15]=[CH:14][C:13]([C:16]([F:19])([F:18])[F:17])=[N:12][C:11]=2[CH3:20])=[CH:4][C:3]=1B1OC(C)(C)C(C)(C)O1.[F:31][C:32]1[CH:33]=[CH:34][C:35](Br)=[N:36][CH:37]=1>>[Cl:1][C:2]1[CH:7]=[CH:6][C:5]([NH:8][C:9](=[O:21])[C:10]2[CH:15]=[CH:14][C:13]([C:16]([F:18])([F:19])[F:17])=[N:12][C:11]=2[CH3:20])=[CH:4][C:3]=1[C:35]1[CH:34]=[CH:33][C:32]([F:31])=[CH:37][N:36]=1. Product: ClC1=C(C=C(C=C1)NC(C1=C(N=C(C=C1)C(F)(F)F)C)=O)C1=NC=C(C=C1)F (N-(4-chloro-3-(5-fluoropyridin-2-yl)phenyl)-2-methyl-6-(trifluoromethyl)nicotinamide). Starting materials: C(#N)C=1C=C(C(=C(C1)NC(C(F)(F)F)=O)C#CCC(CC(C)(C)C1=CC(=CC=2CCOC21)S(=O)(=O)C)(C(F)(F)F)O)C (N-{5-cyano-2-[4-hydroxy-6-(5-methanesulfonyl-2,3-dihydrobenzofuran-7-yl)-6-methyl-4-trifluoromethylhept-1-ynyl]-3-methylphenyl}-2,2,2-trifluoroacetamide), CN(C(=N)N(C)C)C (1,1,3,3-tetramethylguanidine), C(C)(=O)OCC (ethyl acetate), C(C)(=O)OCC (ethyl acetate). Run in CS(=O)C (DMSO), hexanes, ClCCl (dichloromethane). Product: OC(CC=1NC2=CC(=CC(=C2C1)C)C#N)(CC(C)(C)C1=CC(=CC=2CCOC21)S(=O)(=O)C)C(F)(F)F (2-[2-Hydroxy-4-(5-methanesulfonyl-2,3-dihydrobenzofuran-7-yl)-4-methyl-2-trifluoromethylpentyl]-4-methyl-1H-indole-6-carbonitrile). The yield is 17.7%. RXN SMILES: [C:1]([C:3]1[CH:4]=[C:5]([CH3:42])[C:6]([C:16]#[C:17][CH2:18][C:19]([OH:41])([C:37]([F:40])([F:39])[F:38])[CH2:20][C:21]([C:24]2[C:32]3[O:31][CH2:30][CH2:29][C:28]=3[CH:27]=[C:26]([S:33]([CH3:36])(=[O:35])=[O:34])[CH:25]=2)([CH3:23])[CH3:22])=[C:7]([NH:9]C(=O)C(F)(F)F)[CH:8]=1)#[N:2].CN(C)C(N(C)C)=N.C(OCC)(=O)C>CS(C)=O.ClCCl>[OH:41][C:19]([C:37]([F:39])([F:40])[F:38])([CH2:20][C:21]([C:24]1[C:32]2[O:31][CH2:30][CH2:29][C:28]=2[CH:27]=[C:26]([S:33]([CH3:36])(=[O:34])=[O:35])[CH:25]=1)([CH3:22])[CH3:23])[CH2:18][C:17]1[NH:9][C:7]2[C:6]([CH:16]=1)=[C:5]([CH3:42])[CH:4]=[C:3]([C:1]#[N:2])[CH:8]=2. Reported procedure: A solution of N-{5-cyano-2-[4-hydroxy-6-(5-methanesulfonyl-2,3-dihydrobenzofuran-7-yl)-6-methyl-4-trifluoromethylhept-1-ynyl]-3-methylphenyl}-2,2,2-trifluoroacetamide (154 mg, 0.25 mmol) in 0.6 mL of anhydrous DMSO was heated in the presence of 1,1,3,3-tetramethylguanidine (0.094 mL, 0.75 mmol) in a microwave at 140° C. for 10 minutes. The reaction was quenched with a mixture of 1 N sulfuric acid and 10 mL of crushed ice. The resulting precipitate was filtered, washed with water, and dried. Prep...